Task: describe an organic reaction: reactants, conditions, products, and yield. Dataset: the Open Reaction Database (ORD), a public repository of structured organic reaction records Starting materials: N#N (N2), [N-]=[N+]=[N-].[Na+] (NaN3), N(=O)[O-].[Na+] (NaNO2), Cl.Cl.CC1=C(C=CC=C1)NC(=N)NC1=C(C=C(C=C1)N)C (N-(2-Methylphenyl)-N'-(2-methyl-4-aminophenyl)guanidine dihydrochloride), Cl (HCl), [OH-].[Na+] (NaOH). Run in O (H2O), O (H2O). Yields the product CC1=C(C=CC(=C1)N=[N+]=[N-])NC(=N)NC1=C(C=CC=C1)C (N-(2-Methyl-4-azido-phenyl)-N'-(2-methylphenyl)guanidine). As a reaction SMILES: Cl.Cl.[CH3:3][C:4]1[CH:9]=[CH:8][CH:7]=[CH:6][C:5]=1[NH:10][C:11]([NH:13][C:14]1[CH:19]=[CH:18][C:17]([NH2:20])=[CH:16][C:15]=1[CH3:21])=[NH:12].Cl.N([O-])=O.[Na+].[N-:27]=[N+:28]=[N-].[Na+].N#N.[OH-].[Na+]>O>[CH3:21][C:15]1[CH:16]=[C:17]([N:20]=[N+:27]=[N-:28])[CH:18]=[CH:19][C:14]=1[NH:13][C:11]([NH:10][C:5]1[CH:6]=[CH:7][CH:8]=[CH:9][C:4]=1[CH3:3])=[NH:12] |f:0.1.2,4.5,6.7,9.10|. Procedure: N-(2-Methylphenyl)-N'-(2-methyl-4-aminophenyl)guanidine dihydrochloride (112 mg, 0.341 mmol) were dissolved in 2 ml H2O and 100 ul conc. HCl (1.2 mmol). The solution was cooled in an ice bath, and a solution of NaNO2 (42 mg, 0.61 mmol) in 450 ul H2O were added. The reaction mixture turned yellow, and was stirred for 45 min before solid NaN3 (43 mg, 0.661 mmol) was added in a single portion. After N2 evolution was caused, a foamy solid (11 mg) was removed and discarded. Solid NaOH (96 mg, 2.41 mm... Starting materials: OC=1C=C(C=CC1)C=1C=NC(=NC1)C1=CC=C(C=C1)OCCCCCCCC (5-(3-Hydroxyphenyl)-2-(4-octyloxyphenyl)pyrimidine), CO (methanol). Product: COC=1C=C(C=CC1)C=1C=NC(=NC1)C1=CC=C(C=C1)OCCCCCCCC (5-(3-methoxyphenyl)-2-(4-octyloxyphenyl)pyrimidine). RXN SMILES: [OH:1][C:2]1[CH:3]=[C:4]([C:8]2[CH:9]=[N:10][C:11]([C:14]3[CH:19]=[CH:18][C:17]([O:20][CH2:21][CH2:22][CH2:23][CH2:24][CH2:25][CH2:26][CH2:27][CH3:28])=[CH:16][CH:15]=3)=[N:12][CH:13]=2)[CH:5]=[CH:6][CH:7]=1.[CH3:29]O>>[CH3:29][O:1][C:2]1[CH:3]=[C:4]([C:8]2[CH:9]=[N:10][C:11]([C:14]3[CH:19]=[CH:18][C:17]([O:20][CH2:21][CH2:22][CH2:23][CH2:24][CH2:25][CH2:26][CH2:27][CH3:28])=[CH:16][CH:15]=3)=[N:12][CH:13]=2)[CH:5]=[CH:6][CH:7]=1. Reported procedure: 5-(3-Hydroxyphenyl)-2-(4-octyloxyphenyl)pyrimidine is reacted with methanol analogously to Example 1 to give 5-(3-methoxyphenyl)-2-(4-octyloxyphenyl)pyrimidine. ##STR37## The compound has the phase sequence: X98 I Starting materials: CCC1CC(NC=O)c2cc(Br)ccc2N1C(C)=O, CCO, Cl, [Na+], O=C([O-])O. Yields the product CCC1CC(N)c2cc(Br)ccc2N1C(C)=O. As a reaction SMILES: [C:1]([CH3:2])(=[O:3])[N:4]1[CH:5]([CH2:18][CH3:19])[CH2:6][CH:7]([NH:15][CH:16]=[O:17])[c:8]2[cH:9][c:10]([Br:14])[cH:11][cH:12][c:13]21.[CH3:26][CH2:27][OH:28].[ClH:20].[Na+:25].[O-:21][C:22]([OH:23])=[O:24]>>[C:1]([CH3:2])(=[O:3])[N:4]1[CH:5]([CH2:18][CH3:19])[CH2:6][CH:7]([NH2:15])[c:8]2[cH:9][c:10]([Br:14])[cH:11][cH:12][c:13]21. The reactants are O (water), ClC=1C(=NC=C(C1)Cl)C(CNC(C1=C(C=CC=C1)C(F)(F)F)=O)=NO (N-[2-(3,5-dichloropyridin-2-yl)-2-(hydroxyimino)ethyl]-2-(trifluoromethyl)benzamide), C([O-])([O-])=O.[K+].[K+] (potassium carbonate), IC(C)C (2-iodopropane). The solvent is CN(C=O)C (N,N-dimethylformamide). Conditions: time 6 hour. The product is ClC=1C(=NC=C(C1)Cl)/C(/CNC(C1=C(C=CC=C1)C(F)(F)F)=O)=N/OC(C)C ((E)-N-[2-(3,5-dichloropyridin-2-yl)-2-(isopropoxyimino)ethyl]-2-(trifluoromethyl)benzamide). Yield: 77.7%. Reaction SMILES: [Cl:1][C:2]1[C:3]([C:9](=[N:24][OH:25])[CH2:10][NH:11][C:12](=[O:23])[C:13]2[CH:18]=[CH:17][CH:16]=[CH:15][C:14]=2[C:19]([F:22])([F:21])[F:20])=[N:4][CH:5]=[C:6]([Cl:8])[CH:7]=1.C(=O)([O-])[O-].[K+].[K+].I[CH:33]([CH3:35])[CH3:34].O>CN(C)C=O>[Cl:1][C:2]1[C:3](/[C:9](=[N:24]/[O:25][CH:33]([CH3:35])[CH3:34])/[CH2:10][NH:11][C:12](=[O:23])[C:13]2[CH:18]=[CH:17][CH:16]=[CH:15][C:14]=2[C:19]([F:20])([F:22])[F:21])=[N:4][CH:5]=[C:6]([Cl:8])[CH:7]=1 |f:1.2.3|. Reported procedure: To a suspension of 300 mg of N-[2-(3,5-dichloropyridin-2-yl)-2-(hydroxyimino)ethyl]-2-(trifluoromethyl)benzamide and 315 mg of potassium carbonate in 3 ml of N,N-dimethylformamide, 195 mg of 2-iodopropane was added, and the mixture was stirred at room temperature for 6 hours. After completion of the reaction, the reaction mixture was mixed with 20 ml of water and extracted with ethyl acetate (10 ml×2), the resulting organic layers were combined, washed with water (10 ml×2), the resulting organic... Reaction SMILES: [CH3:18][O-:19].[CH3:21][S:22]([CH3:23])=[O:24].[Cl:2][c:3]1[cH:4][cH:5][c:6]([S:9](=[O:10])(=[O:11])[CH:12]2[CH2:13][CH2:14][NH:15][CH2:16][CH2:17]2)[cH:7][cH:8]1.[ClH:1].[Na+:20]>>[ClH:2].[c:3]1([O:19][CH3:18])[cH:4][cH:5][c:6]([S:9](=[O:10])(=[O:11])[CH:12]2[CH2:13][CH2:14][NH:15][CH2:16][CH2:17]2)[cH:7][cH:8]1. The product is Cl, COc1ccc(S(=O)(=O)C2CCNCC2)cc1. Reactants: C[O-], CS(C)=O, O=S(=O)(c1ccc(Cl)cc1)C1CCNCC1, Cl, [Na+]. Starting materials: COC(=O)c1cccc([N+](=O)[O-])c1NCc1ccc(-c2ccccc2C#N)cc1, [Cl-], Cl, [Na+], C1CCOC1, [OH-], [Sn]. Product: COC(=O)c1cccc(N)c1NCc1ccc(-c2ccccc2C#N)cc1. As a reaction SMILES: [C:1](#[N:2])[c:3]1[c:4](-[c:9]2[cH:10][cH:11][c:12]([CH2:15][NH:16][c:17]3[c:18]([C:19](=[O:20])[O:21][CH3:22])[cH:23][cH:24][cH:25][c:26]3[N+:27]([O-:28])=[O:29])[cH:13][cH:14]2)[cH:5][cH:6][cH:7][cH:8]1.[Cl-:32].[ClH:31].[Na+:34].[O:35]1[CH2:36][CH2:37][CH2:38][CH2:39]1.[OH-:33].[Sn:30]>>[C:1](#[N:2])[c:3]1[c:4](-[c:9]2[cH:10][cH:11][c:12]([CH2:15][NH:16][c:17]3[c:18]([C:19](=[O:20])[O:21][CH3:22])[cH:23][cH:24][cH:25][c:26]3[NH2:27])[cH:13][cH:14]2)[cH:5][cH:6][cH:7][cH:8]1.